This data is from the Open Reaction Database (ORD), a public repository of structured organic reaction records. The task is: describe an organic reaction: reactants, conditions, products, and yield Reactants: ClC=1C=CC2=C(C(=NCC=3N2C(=CN3)CN)C3=CC=CC=C3)C1 (8-chloro-1-(aminomethyl)-6-phenyl-4H-imidazo[1,2-a][1,4]benzodiazepine), C(C)#N (acetonitrile), C(CC)=O (propionaldehyde), C(#N)[BH3-].[Na+] (sodium cyanoborohydride), C(C)#N (acetonitrile). Solvent: C(C)(=O)O (acetic acid). Reaction conditions: time 15 minute. The product is ClC=1C=CC2=C(C(=NCC=3N2C(=CN3)CN(CCC)CCC)C3=CC=CC=C3)C1 (8-chloro-1-[(dipropylamino)methyl]-6-phenyl-4H-imidazo[1,2-a][1,4]benzodiazepine). As a reaction SMILES: [Cl:1][C:2]1[CH:3]=[CH:4][C:5]2[N:11]3[C:12]([CH2:15][NH2:16])=[CH:13][N:14]=[C:10]3[CH2:9][N:8]=[C:7]([C:17]3[CH:22]=[CH:21][CH:20]=[CH:19][CH:18]=3)[C:6]=2[CH:23]=1.[CH:24](=O)[CH2:25][CH3:26].[C:28]([BH3-])#N.[Na+].[C:32](#N)[CH3:33]>C(O)(=O)C>[Cl:1][C:2]1[CH:3]=[CH:4][C:5]2[N:11]3[C:12]([CH2:15][N:16]([CH2:28][CH2:32][CH3:33])[CH2:24][CH2:25][CH3:26])=[CH:13][N:14]=[C:10]3[CH2:9][N:8]=[C:7]([C:17]3[CH:22]=[CH:21][CH:20]=[CH:19][CH:18]=3)[C:6]=2[CH:23]=1 |f:2.3|. Procedure: A stirred solution of 8-chloro-1-(aminomethyl)-6-phenyl-4H-imidazo[1,2-a][1,4]benzodiazepine (1.42 g, 4.3 mmole) in 20 ml. of acetonitrile under nitrogen, is treated successively with propionaldehyde (1.94 ml) and sodium cyanoborohydride (NaBH3CN) (550 mg). This mixture is treated dropwise, with a solution of 0.2 ml of acetic acid in 2 ml. of acetonitrile over a period of 1 hour and 30 minutes. [The addition is continued until the pH of the reaction mixture is between 6.4 - 6.8]. The mixture is ...